This data is from the Open Reaction Database (ORD), a public repository of structured organic reaction records. The task is: describe an organic reaction: reactants, conditions, products, and yield Product: CCc1ccc(C=C2CCCN(c3nc(C)c(C(=O)NCc4ccccc4)s3)C2=O)s1. Reactants: Cc1nc(N2CCCCC2=O)sc1C(=O)NCc1ccccc1, CCc1ccc(C=O)s1. Reaction SMILES: [CH2:10]([c:11]1[cH:12][cH:13][cH:14][cH:15][cH:16]1)[NH:17][C:18](=[O:19])[c:20]1[c:21]([CH3:32])[n:22][c:23]([N:25]2[C:26](=[O:31])[CH2:27][CH2:28][CH2:29][CH2:30]2)[s:24]1.[CH2:1]([CH3:2])[c:3]1[cH:4][cH:5][c:6]([CH:8]=[O:9])[s:7]1>>[CH2:1]([CH3:2])[c:3]1[cH:4][cH:5][c:6]([CH:8]=[C:27]2[C:26](=[O:31])[N:25]([c:23]3[n:22][c:21]([CH3:32])[c:20]([C:18]([NH:17][CH2:10][c:11]4[cH:12][cH:13][cH:14][cH:15][cH:16]4)=[O:19])[s:24]3)[CH2:30][CH2:29][CH2:28]2)[s:7]1. The reactants are C(#N)C1=CC=C(C(=O)OCC)C=C1 (ethyl 4-cyanobenzoate), solution, Cl (hydrogen chloride), C(C)O (ethanol), resultant mixture. Run in O1CCOCC1 (dioxane). Reaction conditions: time 4 day. Product: Cl.C(C)OC(=N)C1=CC=C(C(=O)OCC)C=C1 (ethyl 4-ethoxycarbonimidoylbenzoate hydrochloride). As a reaction SMILES: [C:1]([C:3]1[CH:13]=[CH:12][C:6]([C:7]([O:9][CH2:10][CH3:11])=[O:8])=[CH:5][CH:4]=1)#[N:2].[ClH:14].[CH2:15]([OH:17])[CH3:16]>O1CCOCC1>[ClH:14].[CH2:15]([O:17][C:1]([C:3]1[CH:13]=[CH:12][C:6]([C:7]([O:9][CH2:10][CH3:11])=[O:8])=[CH:5][CH:4]=1)=[NH:2])[CH3:16] |f:4.5|. Procedure: 5.16 g (29 mmol) of ethyl 4-cyanobenzoate was stirred in 50 ml of 4N solution of hydrogen chloride in dioxane. 5 ml of ethanol was added to the resultant mixture, and they were stirred at room temperature for 4 days. The solvent was evaporated, and the residue was washed with ethyl acetate and dried to obtain the title compound. Starting materials: C(=O)(N1C=NC=C1)N1C=NC=C1 (1,1′-Carbonyldiimidazole), [Si](C)(C)(C(C)(C)C)OCCCCNC1=C(C(=NC2=CC=CC=C12)Cl)N (N4-[4-(tert-butyldimethylsilanyloxy)butyl]-2-chloroquinoline-3,4-diamine), C1CCOC1 (THF). Run in N1=CC=CC=C1 (pyridine). Run at temperature 80 celsius. Product: [Si](C)(C)(C(C)(C)C)OCCCCN1C(=NC=2C(=NC=3C=CC=CC3C21)Cl)O (1-[4-(tert-butyldimethylsilanyloxy)butyl]-4-chloro-1H-imidazo[4,5-c]quinolin-2-ol). Isolated yield 52.1%. Reaction SMILES: [C:1](N1C=CN=C1)(N1C=CN=C1)=[O:2].[Si:13]([O:20][CH2:21][CH2:22][CH2:23][CH2:24][NH:25][C:26]1[C:35]2[C:30](=[CH:31][CH:32]=[CH:33][CH:34]=2)[N:29]=[C:28]([Cl:36])[C:27]=1[NH2:37])([C:16]([CH3:19])([CH3:18])[CH3:17])([CH3:15])[CH3:14].C1COCC1>N1C=CC=CC=1>[Si:13]([O:20][CH2:21][CH2:22][CH2:23][CH2:24][N:25]1[C:26]2[C:35]3[CH:34]=[CH:33][CH:32]=[CH:31][C:30]=3[N:29]=[C:28]([Cl:36])[C:27]=2[N:37]=[C:1]1[OH:2])([C:16]([CH3:19])([CH3:18])[CH3:17])([CH3:15])[CH3:14]. Procedure details: 1,1′-Carbonyldiimidazole (32.6 g, 201 mmol) was added to a solution of N4-[4-(tert-butyldimethylsilanyloxy)butyl]-2-chloroquinoline-3,4-diamine (50.96 g, 134.1 mmol), THF (250 mL), and pyridine (250 mL), and the reaction was heated at 80° C. overnight and allowed to cool. The volatiles were removed under reduced pressure. The residue was dissolved in ethyl acetate (600 mL), and the resulting solution was washed sequentially with brine (2×400 mL) and water (2×400 mL) and then concentrated under r... Starting materials: Cl/C(=C(/C(=O)OCCC)\Cl)/C(=O)OCCC (dipropyl dichloromaleate), C(C)(=O)[O-].[NH4+] (ammonium acetate). Solvent: CN(C=O)C (dimethylformamide). Yields the product N/C(=C(/C(=O)OCCC)\Cl)/C(=O)OCCC (dipropyl aminochloromaleate). The yield is 96.5%. Reaction SMILES: [Cl:1]/[C:2](/[C:11]([O:13][CH2:14][CH2:15][CH3:16])=[O:12])=[C:3](\Cl)/[C:4]([O:6][CH2:7][CH2:8][CH3:9])=[O:5].C([O-])(=O)C.[NH4+:21]>CN(C)C=O>[NH2:21]/[C:3](/[C:4]([O:6][CH2:7][CH2:8][CH3:9])=[O:5])=[C:2](\[Cl:1])/[C:11]([O:13][CH2:14][CH2:15][CH3:16])=[O:12] |f:1.2|. Reported procedure: 26.9 g (0.1 mol) of dipropyl dichloromaleate, 19.27 g (0.25 mol) of ammonium acetate and 40 ml of dimethylformamide were reacted under the same conditions as described in Example 1. 24.1 g (87.4% yield) of dipropyl aminochloromaleate were obtained as a reddish, viscous liquid (purity according to GC analysis 90.5%) Reactants: C1COCCO1, COC(=O)C(C)Oc1cccc(-n2cnnn2)c1, [Li+], [OH-]. Yields the product CC(Oc1cccc(-n2cnnn2)c1)C(=O)O. Reaction SMILES: [CH2:21]1[O:22][CH2:23][CH2:24][O:25][CH2:26]1.[CH3:1][O:2][C:3]([CH:4]([CH3:5])[O:6][c:7]1[cH:8][c:9](-[n:13]2[n:14][n:15][n:16][cH:17]2)[cH:10][cH:11][cH:12]1)=[O:18].[Li+:20].[OH-:19]>>[O:2]=[C:3]([CH:4]([CH3:5])[O:6][c:7]1[cH:8][c:9](-[n:13]2[n:14][n:15][n:16][cH:17]2)[cH:10][cH:11][cH:12]1)[OH:18]. The reactants are C(#N)[BH3-].[Na+] (Sodium cyanoborohydride), C(C)OC(=O)C=1NC2=CC(=CC=C2C1)OC (6-Methoxy-1H-indole-2-carboxylic acid ethyl ester). The solvent is C(=O)(C(F)(F)F)O (TFA), ice water. Reaction conditions: time 2.5 hour. Product: C(C)OC(=O)C1NC2=CC(=CC=C2C1)OC (rac-6-Methoxy-2,3-dihydro-1H-indole-2-carboxylic acid ethyl ester). Isolated yield 75.3%. Reaction SMILES: C([BH3-])#N.[Na+].[CH2:5]([O:7][C:8]([C:10]1[NH:11][C:12]2[C:17]([CH:18]=1)=[CH:16][CH:15]=[C:14]([O:19][CH3:20])[CH:13]=2)=[O:9])[CH3:6]>C(O)(C(F)(F)F)=O>[CH2:5]([O:7][C:8]([CH:10]1[CH2:18][C:17]2[C:12](=[CH:13][C:14]([O:19][CH3:20])=[CH:15][CH:16]=2)[NH:11]1)=[O:9])[CH3:6] |f:0.1|. Reported procedure: Sodium cyanoborohydride (750 mg, 12 mmol) (Aldrich) was added in small portions to a mixture of 6-Methoxy-1H-indole-2-carboxylic acid ethyl ester (500 mg, 2.4 mmol) (Aldrich) in TFA (10 mL), which was cooled in ice-water bath, at such a rate that gas evolution was not too vigorous. When the addition was complete, the mixture was allowed to warm to room temperature and stirred for 2.5 hr. The resulting mixture was concentrated in vacuo and the residue was dissolved in DCM. The organic layer was w... As a reaction SMILES: [Br:1][c:2]1[c:3]([F:10])[cH:4][c:5]([Cl:9])[c:6]([F:8])[cH:7]1.[CH3:29][CH2:30][O:31][CH2:32][CH3:33].[CH:12]([Mg+:13])([CH3:14])[CH3:15].[CH:16]([O:17][B:20]1[O:21][C:22]([CH3:27])([CH3:28])[C:23]([CH3:25])([CH3:26])[O:24]1)([CH3:18])[CH3:19].[Cl-:11].[O:34]1[CH2:35][CH2:36][CH2:37][CH2:38]1>>[c:2]1([B:20]2[O:21][C:22]([CH3:27])([CH3:28])[C:23]([CH3:25])([CH3:26])[O:24]2)[c:3]([F:10])[cH:4][c:5]([Cl:9])[c:6]([F:8])[cH:7]1. The product is CC1(C)OB(c2cc(F)c(Cl)cc2F)OC1(C)C. Reactants: Fc1cc(Br)c(F)cc1Cl, CCOCC, CC(C)[Mg+], CC(C)OB1OC(C)(C)C(C)(C)O1, [Cl-], C1CCOC1. The reactants are O1[C@H](C1)COC1=C(C=C(C=C1)S(=O)(=O)C(F)(F)F)C(C)=O (1-{2-[(2R)-oxiran-2-ylmethoxy]-5-[(trifluoromethyl)sulfonyl]phenyl}ethanone), C1=CC(=CC(=C1)Cl)C(=O)OO (m-CPBA), ( 77 ), ( 39 ), ( 34 ), ( 30 ). Run in C(Cl)(Cl)Cl (CHCl3). Yields the product C(C)(=O)OC1=C(C=CC(=C1)S(=O)(=O)C(F)(F)F)OC[C@@H]1OC1 (2-[(2R)-OXIRAN-2-YLMETHOXY]-5-[(TRIFLUOROMETHYL)SULFONYL]PHENYL ACETATE). Reaction SMILES: [O:1]1[CH2:3][C@@H:2]1[CH2:4][O:5][C:6]1[CH:11]=[CH:10][C:9]([S:12]([C:15]([F:18])([F:17])[F:16])(=[O:14])=[O:13])=[CH:8][C:7]=1C(=O)C.C1C=C(Cl)C=[C:24]([C:29]([O:31]O)=[O:30])C=1>C(Cl)(Cl)Cl>[C:29]([O:31][C:7]1[CH:8]=[C:9]([S:12]([C:15]([F:16])([F:17])[F:18])(=[O:13])=[O:14])[CH:10]=[CH:11][C:6]=1[O:5][CH2:4][C@H:2]1[CH2:3][O:1]1)(=[O:30])[CH3:24]. Procedure details: Preparation according to Preparation 19 using 1-{2-[(2R)-oxiran-2-ylmethoxy]-5-[(trifluoromethyl)sulfonyl]phenyl}ethanone (1.2 g, 3.7 mmol) and m-CPBA (4.95 g, 22.5 mmol) in CHCl3 (50 ml). Crude yield 1.0 g. MS m/z (rel. intensity, 70 eV) 298 (34), 229 (77), 165 (bp), 107 (39), 79 (30). Starting materials: COC(=O)C#CC(=O)c1cc(OC)c(OC)c(OC)c1, [K+], C1CCOC1, [OH-], O. The product is COc1cc(C(=O)C#CC(=O)O)cc(OC)c1OC. RXN SMILES: [CH3:1][O:2][c:3]1[cH:4][c:5]([C:6](=[O:7])[C:8]#[C:9][C:10](=[O:11])[O:12][CH3:13])[cH:14][c:15]([O:19][CH3:20])[c:16]1[O:17][CH3:18].[K+:22].[O:24]1[CH2:25][CH2:26][CH2:27][CH2:28]1.[OH-:21].[OH2:23]>>[CH3:1][O:2][c:3]1[cH:4][c:5]([C:6](=[O:7])[C:8]#[C:9][C:10](=[O:11])[OH:12])[cH:14][c:15]([O:19][CH3:20])[c:16]1[O:17][CH3:18]. The reactants are NC1=NC(=CC(=N1)C1=CC(=C(C#N)C=C1)F)NC(C)C (4-{2-amino-6-[(1-methylethyl)amino]-4-pyrimidinyl}-2-fluorobenzonitrile), O.NN (hydrazine monohydrate). Run in CCO (EtOH). Reaction conditions: temperature 95 celsius, time 8 hour. Yields the product NC1=NNC2=CC(=CC=C12)C1=CC(=NC(=N1)N)NC(C)C (6-(3-Amino-1H-indazol-6-yl)-N4-(1-methylethyl)-2,4-pyrimidinediamine). Isolated yield 109.2%. As a reaction SMILES: [NH2:1][C:2]1[N:7]=[C:6]([C:8]2[CH:15]=[CH:14][C:11]([C:12]#[N:13])=[C:10](F)[CH:9]=2)[CH:5]=[C:4]([NH:17][CH:18]([CH3:20])[CH3:19])[N:3]=1.O.[NH2:22][NH2:23]>CCO>[NH2:13][C:12]1[C:11]2[C:10](=[CH:9][C:8]([C:6]3[N:7]=[C:2]([NH2:1])[N:3]=[C:4]([NH:17][CH:18]([CH3:20])[CH3:19])[CH:5]=3)=[CH:15][CH:14]=2)[NH:23][N:22]=1 |f:1.2|. Procedure: In a 25 mL sealable tube were combined 4-{2-amino-6-[(1-methylethyl)amino]-4-pyrimidinyl}-2-fluorobenzonitrile (0.21 g, 0.54 mmol), hydrazine monohydrate (1.06 mL, 21.6 mmol), and EtOH (10 mL). The tube was sealed and the reaction mixture was stirred overnight at 95° C. The mixture was concentrated and to the resulting solid was added to EtOH (2 mL) followed by hexanes (15 mL). The mixture was sonicated and filtered. The solid was washed with hexanes to afford the title compound (167 mg, 99%) as...